This data is from the Open Reaction Database (ORD), a public repository of structured organic reaction records. The task is: describe an organic reaction: reactants, conditions, products, and yield Starting materials: ClC1=CC=C(COC(=O)N[C@@H](CC2=CC=C(C=C2)O)C(=O)[O-])C=C1 (N-(4-chlorobenzyloxycarbonyl)-tyrosinate), sodium dihydro-bis-(2-methoxyethoxy) aluminate, Cl (hydrochloric acid). Solvent: O1CCCC1 (tetrahydrofuran), O1CCCC1 (tetrahydrofuran). The product is ClC1=CC=C(COC(=O)N[C@@H](CC2=CC=C(C=C2)O)CO)C=C1 (N-(4-chlorobenzyloxycarbonyl)-tyrosinol). Yield: 56.0%. RXN SMILES: [Cl:1][C:2]1[CH:24]=[CH:23][C:5]([CH2:6][O:7][C:8]([NH:10][C@H:11]([C:20]([O-])=[O:21])[CH2:12][C:13]2[CH:18]=[CH:17][C:16]([OH:19])=[CH:15][CH:14]=2)=[O:9])=[CH:4][CH:3]=1.Cl>O1CCCC1>[Cl:1][C:2]1[CH:24]=[CH:23][C:5]([CH2:6][O:7][C:8]([NH:10][C@H:11]([CH2:20][OH:21])[CH2:12][C:13]2[CH:18]=[CH:17][C:16]([OH:19])=[CH:15][CH:14]=2)=[O:9])=[CH:4][CH:3]=1. Procedure details: In 30 ml of tetrahydrofuran was dissolved 1.0 g of methyl (N-(4-chlorobenzyloxycarbonyl)-tyrosinate. To the solution was added dropwise 10 ml of tetrahydrofuran solution containing 4.2 ml of sodium dihydro-bis-(2-methoxyethoxy) aluminate (65% toluene solution) with stirring while cooling with ice. The mixture was stirred at room temperature for one hour. After addition of 200 ml of 3% hydrochloric acid, the reaction mixture was concentrated in vacuo and extracted with ethyl acetate. The extract ... The reactants are [N+](=O)([O-])C1=CC=C(CP(O)(O)=O)C=C1 (4-Nitrobenzylphosphonic acid), C(CCC)C(CO)(CO)CC (2-butyl-2-ethyl-1,3-propanediol). The product is C(CCC)C1(COP(OC1)(CC1=CC=C(C=C1)[N+](=O)[O-])=O)CC (5-butyl-5-ethyl-2-(4-nitrobenzyl)-1,3,2-dioxaphosphorinan-2-oxide). Reaction SMILES: [N+:1]([C:4]1[CH:14]=[CH:13][C:7]([CH2:8][P:9](=[O:12])([OH:11])[OH:10])=[CH:6][CH:5]=1)([O-:3])=[O:2].[CH2:15]([C:19]([CH2:24][CH3:25])([CH2:22]O)[CH2:20]O)[CH2:16][CH2:17][CH3:18]>>[CH2:15]([C:19]1([CH2:24][CH3:25])[CH2:22][O:11][P:9](=[O:10])([CH2:8][C:7]2[CH:13]=[CH:14][C:4]([N+:1]([O-:3])=[O:2])=[CH:5][CH:6]=2)[O:12][CH2:20]1)[CH2:16][CH2:17][CH3:18]. Procedure details: 4-Nitrobenzylphosphonic acid and 2-butyl-2-ethyl-1,3-propanediol were treated in the same manner as in Reference Example 20 to yield 5-butyl-5-ethyl-2-(4-nitrobenzyl)-1,3,2-dioxaphosphorinan-2-oxide, which was then recrystallized from ethanol-hexane to yield colorless prisms having a melting point of 111°-112° C. The reactants are FC1=C(C(=CC=C1N)F)NC1=NC=CC=C1C1=C2N=CN(C2=NC=N1)C1OCCCC1 (2,6-difluoro-N1-(3-(9-(tetrahydro-2H-pyran-2-yl)-9H-purin-6-yl)pyridin-2-yl)benzene-1,3-diamine), ClC1=CC=C(S1)S(=O)(=O)Cl (5-chlorothiophene-2-sulfonyl chloride), N1=CC=CC=C1 (pyridine). The solvent is ClCCl (dichloromethane). Reaction conditions: temperature 50 celsius, time 2 hour. Yields the product ClC1=CC=C(S1)S(=O)(=O)NC1=C(C(=C(C=C1)F)NC1=NC=CC=C1C1=C2N=CN(C2=NC=N1)C1OCCCC1)F (5-chloro-N-(2,4-difluoro-3-(3-(9-(tetrahydro-2H-pyran-2-yl)-9H-purin-6-yl)pyridin-2-ylamino)phenyl)thiophene-2-sulfonamide). As a reaction SMILES: [F:1][C:2]1[C:7]([NH2:8])=[CH:6][CH:5]=[C:4]([F:9])[C:3]=1[NH:10][C:11]1[C:16]([C:17]2[N:25]=[CH:24][N:23]=[C:22]3[C:18]=2[N:19]=[CH:20][N:21]3[CH:26]2[CH2:31][CH2:30][CH2:29][CH2:28][O:27]2)=[CH:15][CH:14]=[CH:13][N:12]=1.[Cl:32][C:33]1[S:37][C:36]([S:38](Cl)(=[O:40])=[O:39])=[CH:35][CH:34]=1.N1C=CC=CC=1>ClCCl>[Cl:32][C:33]1[S:37][C:36]([S:38]([NH:8][C:7]2[CH:6]=[CH:5][C:4]([F:9])=[C:3]([NH:10][C:11]3[C:16]([C:17]4[N:25]=[CH:24][N:23]=[C:22]5[C:18]=4[N:19]=[CH:20][N:21]5[CH:26]4[CH2:31][CH2:30][CH2:29][CH2:28][O:27]4)=[CH:15][CH:14]=[CH:13][N:12]=3)[C:2]=2[F:1])(=[O:40])=[O:39])=[CH:35][CH:34]=1. Procedure: The 2,6-difluoro-N1-(3-(9-(tetrahydro-2H-pyran-2-yl)-9H-purin-6-yl)pyridin-2-yl)benzene-1,3-diamine (20 mg, 0.047 mmol) prepared at Step 9 was added and dissolved into dichloromethane solvent. 5-chlorothiophene-2-sulfonyl chloride (15 mg, 0.07 mmol) and pyridine (8 uL, 0.094 mmol) were added into the reaction solution and stirred at 50° C. for 2 hours. After the reaction, the reactant was washed with 1N aqueous hydrochloric acid solution and salt water. After extraction with dichloromethane, the... The reactants are C(C)(C)(C)OC(=O)N1CCCC2=CC(=CN=C12)B1OC(C(O1)(C)C)(C)C (6-(4,4,5,5-tetramethyl-[1,3,2]dioxaborolan-2-yl)-3,4-dihydro-2H-[1,8]naphthyridine-1-carboxylic acid tert-butyl ester), [Br-] (bromide), C(=O)([O-])[O-].[Na+].[Na+] (Na2CO3), CC#N (MeCN). Reagents/catalysts: C1=CC=C(C=C1)P([C-]2C=CC=C2)C3=CC=CC=C3.C1=CC=C(C=C1)P([C-]2C=CC=C2)C3=CC=CC=C3.Cl[Pd]Cl.[Fe+2] (Pd(dppf)Cl2). Yields the product CC1(OB(OC1(C)C)C=1C=C2CCCN(C2=NC1)C(=O)N)C (6-(4,4,5,5-Tetramethyl-[1,3,2]dioxaborolan-2-yl)-3,4-dihydro-2H-[1,8]naphthyridine-1-carboxylic acid amide). RXN SMILES: C([O:5][C:6]([N:8]1[C:17]2[C:12](=[CH:13][C:14]([B:18]3[O:22][C:21]([CH3:24])([CH3:23])[C:20]([CH3:26])([CH3:25])[O:19]3)=[CH:15][N:16]=2)[CH2:11][CH2:10][CH2:9]1)=O)(C)(C)C.[Br-].C([O-])([O-])=O.[Na+].[Na+].CC#[N:36]>C1C=CC(P(C2C=CC=CC=2)[C-]2C=CC=C2)=CC=1.C1C=CC(P(C2C=CC=CC=2)[C-]2C=CC=C2)=CC=1.Cl[Pd]Cl.[Fe+2]>[CH3:25][C:20]1([CH3:26])[C:21]([CH3:24])([CH3:23])[O:22][B:18]([C:14]2[CH:13]=[C:12]3[C:17](=[N:16][CH:15]=2)[N:8]([C:6]([NH2:36])=[O:5])[CH2:9][CH2:10][CH2:11]3)[O:19]1 |f:2.3.4,6.7.8.9|. Procedure details: To a solution of crude 6-(4,4,5,5-tetramethyl-[1,3,2]dioxaborolan-2-yl)-3,4-dihydro-2H-[1,8]naphthyridine-1-carboxylic acid tert-butyl ester (175 mg, 0.63 mmol) in MeCN (9.0 mL) is added bromide 2 (1.0 eq.) and saturated aqueous Na2CO3 solution (4.0 mL). Then Pd(dppf)Cl2 (23 mg, 0.031 mmol) is added under N2 atmosphere and the mixture is microwaved at 120° C. The progress of the reaction is monitored and after the reaction is completed, the solid is filtered and the filtrate is concentrated. The... Reactants: COC(=O)n1cc(C)c2c(OC)c(OCc3ccccc3)ccc21, COc1ccc2[nH]cc(C)c2c1OCc1ccccc1. The product is COc1c(OCc2ccccc2)ccc2[nH]cc(C)c12. Reaction SMILES: [CH2:1]([c:2]1[cH:3][cH:4][cH:5][cH:6][cH:7]1)[O:8][c:9]1[c:10]([O:23][CH3:24])[c:11]2[c:12]([CH3:22])[cH:13][n:14]([C:18]([O:19][CH3:20])=[O:21])[c:15]2[cH:16][cH:17]1.[CH2:25]([O:26][c:27]1[c:28]([O:29][CH3:30])[cH:31][cH:32][c:33]2[c:34]1[c:35]([CH3:36])[cH:37][nH:38]2)[c:39]1[cH:40][cH:41][cH:42][cH:43][cH:44]1>>[CH2:1]([c:2]1[cH:3][cH:4][cH:5][cH:6][cH:7]1)[O:8][c:9]1[c:10]([O:23][CH3:24])[c:11]2[c:12]([CH3:22])[cH:13][nH:14][c:15]2[cH:16][cH:17]1. Isolated yield 70.0%. Reaction SMILES: [Br:1][C:2]1[CH:7]=[CH:6][C:5]([C@@H:8]([N:10]2[CH2:15][CH2:14][C@:13]([CH2:22][C:23]([CH3:27])([CH3:26])[C:24]#[N:25])([C:16]3[CH:21]=[CH:20][CH:19]=[CH:18][CH:17]=3)[CH2:12][C:11]2=[O:28])[CH3:9])=[CH:4][CH:3]=1.C([O-])([O-])=[O:30].[K+].[K+].OO>CS(C)=O.O>[Br:1][C:2]1[CH:3]=[CH:4][C:5]([C@@H:8]([N:10]2[CH2:15][CH2:14][C@:13]([CH2:22][C:23]([CH3:27])([CH3:26])[C:24]([NH2:25])=[O:30])([C:16]3[CH:21]=[CH:20][CH:19]=[CH:18][CH:17]=3)[CH2:12][C:11]2=[O:28])[CH3:9])=[CH:6][CH:7]=1 |f:1.2.3|. Procedure: To a solution of 3-((S)-1-((S)-1-(4-bromophenyl)ethyl)-2-oxo-4-phenylpiperidin-4-yl)-2,2-dimethylpropanenitrile (11 mg, 0.025 mmol) in DMSO (3 mL) were added K2CO3 (6.9 mg 0.05 mmol) and 30% H2O2 (5.7 mg 0.05 mmol). The mixture was stirred at rt overnight. After being diluted with water (2 mL), the mixture was washed with EtOAc (3×2 mL). The aqueous layer was acidified to pH=3-4, and extracted with EtOAc (3×2 mL). The combined organic layers were washed with brine (3×2 mL), dried over anhydrous ... Starting materials: BrC1=CC=C(C=C1)[C@H](C)N1C(C[C@](CC1)(C1=CC=CC=C1)CC(C#N)(C)C)=O (3-((S)-1-((S)-1-(4-bromophenyl)ethyl)-2-oxo-4-phenylpiperidin-4-yl)-2,2-dimethylpropanenitrile), C(=O)([O-])[O-].[K+].[K+] (K2CO3), OO (H2O2). Reaction conditions: time 8 hour. Product: BrC1=CC=C(C=C1)[C@H](C)N1C(C[C@](CC1)(C1=CC=CC=C1)CC(C(=O)N)(C)C)=O (3-((S)-1-((S)-1-(4-bromophenyl)ethyl)-2-oxo-4-phenylpiperidin-4-yl)-2,2-dimethylpropanamide). The solvent is CS(=O)C (DMSO), O (water). Starting materials: O=C(CBr)c1ccc2c(c1)COc1cc3c(cc1-2)CCCC3=O, CC1CC(C(=O)O)N(C(=O)OC(C)(C)C)C1, CC#N, CCOC(C)=O, CCN(C(C)C)C(C)C. Yields the product CC1CC(C(=O)OCC(=O)c2ccc3c(c2)COc2cc4c(cc2-3)CCCC4=O)N(C(=O)OC(C)(C)C)C1. As a reaction SMILES: [Br:1][CH2:2][C:3](=[O:4])[c:5]1[cH:6][cH:7][c:8]2[c:9]([cH:23]1)[CH2:10][O:11][c:12]1[cH:13][c:14]3[c:15]([cH:16][c:17]1-2)[CH2:18][CH2:19][CH2:20][C:21]3=[O:22].[C:24]([CH3:25])([CH3:26])([CH3:27])[O:28][C:29](=[O:30])[N:31]1[CH:32]([C:37](=[O:38])[OH:39])[CH2:33][CH:34]([CH3:36])[CH2:35]1.[CH3:49][C:50]#[N:51].[CH3:52][CH2:53][O:54][C:55]([CH3:56])=[O:57].[CH:40]([N:41]([CH2:42][CH3:43])[CH:44]([CH3:45])[CH3:46])([CH3:47])[CH3:48]>>[CH2:2]([C:3](=[O:4])[c:5]1[cH:6][cH:7][c:8]2[c:9]([cH:23]1)[CH2:10][O:11][c:12]1[cH:13][c:14]3[c:15]([cH:16][c:17]1-2)[CH2:18][CH2:19][CH2:20][C:21]3=[O:22])[O:39][C:37]([CH:32]1[N:31]([C:29]([O:28][C:24]([CH3:25])([CH3:26])[CH3:27])=[O:30])[CH2:35][CH:34]([CH3:36])[CH2:33]1)=[O:38]. The reactants are ClC1=NC(=C(C(=N1)C(=O)OC)[N+](=O)[O-])NC1=CC=CC=C1 (Methyl 2-chloro-5-nitro-6-(phenylamino)pyrimidine-4-carboxylate), ClC1=NC(=C(C(=N1)C(=O)OC)[N+](=O)[O-])Cl (Methyl 2,6-dichloro-5-nitropyrimidine-4-carboxylate), NC1=CC=CC=C1 (aniline), C(C)(C)N(CC)C(C)C (diisopropylethylamine). Solvent: C1CCOC1 (THF), C1CCOC1 (THF). Conditions: time 10 minute. Product: C1(=CC=CC=C1)N1C2=NC(=NC(=C2N=C1)C(=O)N)C=1C=NC=CC1 (9-PHENYL-2-(3-PYRIDYL)PURINE-6-CARBOXAMIDE). Yield: 61.0%. RXN SMILES: ClC1N=C(C(OC)=O)C([N+]([O-])=O)=[C:4]([NH:15][C:16]2[CH:21]=[CH:20][CH:19]=[CH:18][CH:17]=2)N=1.Cl[C:23]1[N:28]=[C:27]([C:29]([O:31]C)=O)[C:26]([N+:33]([O-])=O)=[C:25](Cl)[N:24]=1.[NH2:37][C:38]1C=[CH:42][CH:41]=[CH:40][CH:39]=1.C([N:47](C(C)C)CC)(C)C>C1COCC1>[C:16]1([N:15]2[CH:4]=[N:33][C:26]3[C:25]2=[N:24][C:23]([C:41]2[CH:42]=[N:37][CH:38]=[CH:39][CH:40]=2)=[N:28][C:27]=3[C:29]([NH2:47])=[O:31])[CH:17]=[CH:18][CH:19]=[CH:20][CH:21]=1. Reported procedure: Methyl 2-chloro-5-nitro-6-(phenylamino)pyrimidine-4-carboxylate. A solution of Methyl 2,6-dichloro-5-nitropyrimidine-4-carboxylate (0.72 g, 2.87 mmol) in anhydrous THF (14 mL) was chilled to −78° C. under nitrogen. A solution of aniline (0.288 mL, 3.16 mmol) and diisopropylethylamine (1.50 mL, 8.61 mmol) in anhydrous THF (10 mL) was then added drop wise with stirring over 10 minutes. The reaction was stirred at −78° C. for 1 hour and then allowed to warm to room temperature. After 90 minutes, th... The reactants are [OH-].[Li+] (lithium hydroxide), COC(C1=CC(=NC(=C1)N1S(CCCC1)(=O)=O)NC(C)CC)=O (2-sec-butylamino-6-(1,1-dioxo-1λ6-[1,2]thiazinan-2-yl)-isonicotinic acid methyl ester). Solvent: C1CCOC1 (THF). Run at time 2 hour. The product is C(C)(CC)NC=1C=C(C(=O)O)C=C(N1)N1S(CCCC1)(=O)=O (2-sec-Butylamino-6-(1,1-dioxo-1λ6[1,2]thiazinan-2-yl)-isonicotinic acid). The yield is 64.0%. As a reaction SMILES: [OH-].[Li+].C[O:4][C:5](=[O:25])[C:6]1[CH:11]=[C:10]([N:12]2[CH2:17][CH2:16][CH2:15][CH2:14][S:13]2(=[O:19])=[O:18])[N:9]=[C:8]([NH:20][CH:21]([CH2:23][CH3:24])[CH3:22])[CH:7]=1>C1COCC1>[CH:21]([NH:20][C:8]1[CH:7]=[C:6]([CH:11]=[C:10]([N:12]2[CH2:17][CH2:16][CH2:15][CH2:14][S:13]2(=[O:19])=[O:18])[N:9]=1)[C:5]([OH:25])=[O:4])([CH2:23][CH3:24])[CH3:22] |f:0.1|. Procedure: Add 1 N lithium hydroxide (4.0 mL, 3.88 mmol) to a solution of 2-sec-butylamino-6-(1,1-dioxo-1λ6-[1,2]thiazinan-2-yl)-isonicotinic acid methyl ester (0.590 g, 1.80 mmol) in THF (5 mL) at 0° C. Stir for 2 h at room temperature and acidify the mixture to about pH =2 and concentrate. Extract the residue with ethyl acetate (3×40 mL) and wash the combined extract with saturated aqueous sodium chloride, dry (magnesium sulfate) and concentrate to give the title compound (0.377 g, 74%). Starting materials: N(C1=CC=CC=C1)C1CCN(CC1)CC1=CC(=NC=C1)C1=CC(=C(C(=C1)OC)OC)OC (4-Anilino-1-[[2-(3,4,5-trimethoxyphenyl)pyridin-4-yl]methyl]piperidine), ClCC1=CC(=NC=C1)C1=CC(=C(C(=C1)OC)OC)OC (4-chloromethyl-2-(3,4,5-trimethoxyphenyl)pyridine). The product is Cl.Cl.Cl.C1(=CC=CC=C1)N(CC1=CC(=NC=C1)C1=CC(=C(C(=C1)OC)OC)OC)C1CCN(CC1)CC1=CC(=NC=C1)C1=CC(=C(C(=C1)OC)OC)OC (4-[N-Phenyl-N-[[2-(3,4,5-trimethoxyphenyl)pyridin-4-yl]methyl]amino]-1-[[2-(3,4,5-trimethoxyphenyl)pyridin-4-yl]methyl]piperidine Trihydrochloride). As a reaction SMILES: [NH:1]([CH:8]1[CH2:13][CH2:12][N:11]([CH2:14][C:15]2[CH:20]=[CH:19][N:18]=[C:17]([C:21]3[CH:26]=[C:25]([O:27][CH3:28])[C:24]([O:29][CH3:30])=[C:23]([O:31][CH3:32])[CH:22]=3)[CH:16]=2)[CH2:10][CH2:9]1)[C:2]1[CH:7]=[CH:6][CH:5]=[CH:4][CH:3]=1.[Cl:33][CH2:34][C:35]1[CH:40]=[CH:39][N:38]=[C:37]([C:41]2[CH:46]=[C:45]([O:47][CH3:48])[C:44]([O:49][CH3:50])=[C:43]([O:51][CH3:52])[CH:42]=2)[CH:36]=1>>[ClH:33].[ClH:33].[ClH:33].[C:2]1([N:1]([CH:8]2[CH2:13][CH2:12][N:11]([CH2:14][C:15]3[CH:20]=[CH:19][N:18]=[C:17]([C:21]4[CH:26]=[C:25]([O:27][CH3:28])[C:24]([O:29][CH3:30])=[C:23]([O:31][CH3:32])[CH:22]=4)[CH:16]=3)[CH2:10][CH2:9]2)[CH2:34][C:35]2[CH:40]=[CH:39][N:38]=[C:37]([C:41]3[CH:46]=[C:45]([O:47][CH3:48])[C:44]([O:49][CH3:50])=[C:43]([O:51][CH3:52])[CH:42]=3)[CH:36]=2)[CH:7]=[CH:6][CH:5]=[CH:4][CH:3]=1 |f:2.3.4.5|. Procedure details: 4-Anilino-1-[[2-(3,4,5-trimethoxyphenyl)pyridin-4-yl]methyl]piperidine (1.64 g) and 4-chloromethyl-2-(3,4,5-trimethoxyphenyl)pyridine (1.64 g) were reacted in the same manner as described in Preparation Example 9. The title compound was obtained after converting the product to a trihydrochloride.